The task is: describe an organic reaction: reactants, conditions, products, and yield. This data is from the Open Reaction Database (ORD), a public repository of structured organic reaction records. Starting materials: O=C([O-])[O-], CNC(CC#CCOC)(C(=O)OC)S(=O)(=O)c1ccc(-c2ccc(OC)cc2)cc1, CI, CO, [Cs+], [Cs+], O=S(Cl)Cl. The product is CNC(CC#CCOC)(C(=O)O)S(=O)(=O)c1ccc(-c2ccc(OC)cc2)cc1. RXN SMILES: [C:37](=[O:38])([O-:39])[O-:40].[CH3:1][O:2][c:3]1[cH:4][cH:5][c:6](-[c:9]2[cH:10][cH:11][c:12]([S:15](=[O:16])(=[O:17])[C:18]([C:19](=[O:20])[O:21][CH3:22])([CH2:23][C:24]#[C:25][CH2:26][O:27][CH3:28])[NH:29][CH3:30])[cH:13][cH:14]2)[cH:7][cH:8]1.[CH3:35][I:36].[CH3:43][OH:44].[Cs+:41].[Cs+:42].[S:31]([Cl:32])([Cl:33])=[O:34]>>[CH3:1][O:2][c:3]1[cH:4][cH:5][c:6](-[c:9]2[cH:10][cH:11][c:12]([S:15](=[O:16])(=[O:17])[C:18]([C:19](=[O:20])[OH:21])([CH2:23][C:24]#[C:25][CH2:26][O:27][CH3:28])[NH:29][CH3:30])[cH:13][cH:14]2)[cH:7][cH:8]1. Reactants: C1(CC2=C1C=CC=C2)CCN2CCN(CC2)C2=CC1=C(CCO1)C=C2OC (1-[2-(Benzocyclobutan-1-yl)ethyl]-4-(2,3-dihydro-5-methoxybenzofuran-6-yl)piperazine), C1(=CC=CC2=CC=CC=C12)CCBr (2-(naphth-1-yl)-1-bromoethane). The product is COC=1C(=CC2=C(CCO2)C1)N1CCN(CC1)CCC1=CC=CC2=CC=CC=C12 (1-(2,3-Dihydro-5-methoxybenzofuran-6-yl)-4-[2-(naphth-1-yl)ethyl]piperazine). RXN SMILES: [CH:1]1([CH2:9][CH2:10][N:11]2[CH2:16][CH2:15][N:14]([C:17]3[C:25]([O:26][CH3:27])=[CH:24][C:20]4[CH2:21][CH2:22][O:23][C:19]=4[CH:18]=3)[CH2:13][CH2:12]2)[C:4]2[CH:5]=[CH:6][CH:7]=[CH:8][C:3]=2[CH2:2]1.[C:28]1(CCBr)C2C(=CC=CC=2)C=C[CH:29]=1>>[CH3:27][O:26][C:25]1[C:17]([N:14]2[CH2:15][CH2:16][N:11]([CH2:10][CH2:9][C:1]3[C:4]4[C:3](=[CH:8][CH:7]=[CH:6][CH:5]=4)[CH:29]=[CH:28][CH:2]=3)[CH2:12][CH2:13]2)=[CH:18][C:19]2[O:23][CH2:22][CH2:21][C:20]=2[CH:24]=1. Procedure: Prepared in the same manner as the product of Example 3 but using 2-(naphth-1-yl)-1-bromoethane instead of 2-(benzocyclobutan-1-yl)-1-bromoethane. Reactants: Cl (hydrochloric acid), ClC1=C(C(=O)NCC23CC4CC(CC(C2)C4)C3)C=C(C=C1)CC=O (2-chloro-5-(2-oxoethyl)-N-(tricyclo[3.3.1.13,7]dec-1-ylmethyl)-benzamide), N1CCC(CC1)NC(OC(C)(C)C)=O (4-piperidinyl-carbamic acid, 1,1-dimethylethyl ester), C(C)(=O)O[BH-](OC(C)=O)OC(C)=O.[Na+] (sodium triacetoxyborohydride). The solvent is O1CCOCC1 (dioxane), CO (methanol), ClCCCl (1,2-dichloroethane). Run at time 14 hour. The product is Cl.NC1CCN(CC1)CCC=1C=CC(=C(C(=O)NCC23CC4CC(CC(C2)C4)C3)C1)Cl (5-[2-(4-Amino-1-piperidinyl)ethyl]-2-chloro-N-(tricyclo[3.3.1.13,7]dec-1-ylmethyl)-benzamide, hydrochloride salt). The yield is 102.5%. As a reaction SMILES: [Cl:1][C:2]1[CH:21]=[CH:20][C:19]([CH2:22][CH:23]=O)=[CH:18][C:3]=1[C:4]([NH:6][CH2:7][C:8]12[CH2:17][CH:12]3[CH2:13][CH:14]([CH2:16][CH:10]([CH2:11]3)[CH2:9]1)[CH2:15]2)=[O:5].[NH:25]1[CH2:30][CH2:29][CH:28]([NH:31]C(=O)OC(C)(C)C)[CH2:27][CH2:26]1.C(O[BH-](OC(=O)C)OC(=O)C)(=O)C.[Na+].Cl>CO.O1CCOCC1.ClCCCl>[ClH:1].[NH2:31][CH:28]1[CH2:29][CH2:30][N:25]([CH2:23][CH2:22][C:19]2[CH:20]=[CH:21][C:2]([Cl:1])=[C:3]([CH:18]=2)[C:4]([NH:6][CH2:7][C:8]23[CH2:9][CH:10]4[CH2:11][CH:12]([CH2:13][CH:14]([CH2:16]4)[CH2:15]2)[CH2:17]3)=[O:5])[CH2:26][CH2:27]1 |f:2.3,8.9|. Reported procedure: Prepared according to the method described in Example 66c from 2-chloro-5-(2-oxoethyl)-N-(tricyclo[3.3.1.13,7]dec-1-ylmethyl)-benzamide (0.094 g, Example 66b), 4-piperidinyl-carbamic acid, 1,1-dimethylethyl ester (0.109 g), sodium triacetoxyborohydride (0.081 g) and 1,2-dichloroethane (2 ml). After work-up, the residue was purified by HPLC eluting with a gradient of 0-5% ethanol in dichloromethane. The white powder obtained was dissolved in methanol (2 ml) and a solution of hydrochloric acid in ... The reactants are Cc1ccccc1, ClCCl, O=C1c2ccccc2COc2ccc(CCO)cc21, O=C=Nc1ccccc1. Product: O=C(Nc1ccccc1)OCCc1ccc2c(c1)C(=O)c1ccccc1CO2. Reaction SMILES: [CH3:32][c:33]1[cH:34][cH:35][cH:36][cH:37][cH:38]1.[Cl:20][CH2:21][Cl:22].[O:1]=[C:2]1[c:3]2[c:4]([cH:13][cH:14][c:15]([CH2:17][CH2:18][OH:19])[cH:16]2)[O:5][CH2:6][c:7]2[c:8]1[cH:9][cH:10][cH:11][cH:12]2.[c:23]1([N:29]=[C:30]=[O:31])[cH:24][cH:25][cH:26][cH:27][cH:28]1>>[O:1]=[C:2]1[c:3]2[c:4]([cH:13][cH:14][c:15]([CH2:17][CH2:18][O:19][C:30]([NH:29][c:23]3[cH:24][cH:25][cH:26][cH:27][cH:28]3)=[O:31])[cH:16]2)[O:5][CH2:6][c:7]2[c:8]1[cH:9][cH:10][cH:11][cH:12]2.